From a dataset of the Open Reaction Database (ORD), a public repository of structured organic reaction records. describe an organic reaction: reactants, conditions, products, and yield The reactants are COc1ccc(CN2C(=O)C(C)OCC2(C)c2cccc(Br)c2)cc1, CC(C)[N-]C(C)C, CI, [Li+], C1CCOC1. Yields the product COc1ccc(CN2C(=O)C(C)(C)OCC2(C)c2cccc(Br)c2)cc1. Reaction SMILES: [Br:1][c:2]1[cH:3][c:4]([C:8]2([CH3:25])[N:9]([CH2:16][c:17]3[cH:18][cH:19][c:20]([O:23][CH3:24])[cH:21][cH:22]3)[C:10](=[O:15])[CH:11]([CH3:14])[O:12][CH2:13]2)[cH:5][cH:6][cH:7]1.[CH:26]([N-:27][CH:28]([CH3:29])[CH3:30])([CH3:31])[CH3:32].[I:34][CH3:35].[Li+:33].[O:36]1[CH2:37][CH2:38][CH2:39][CH2:40]1>>[Br:1][c:2]1[cH:3][c:4]([C:8]2([CH3:25])[N:9]([CH2:16][c:17]3[cH:18][cH:19][c:20]([O:23][CH3:24])[cH:21][cH:22]3)[C:10](=[O:15])[C:11]([CH3:14])([CH3:26])[O:12][CH2:13]2)[cH:5][cH:6][cH:7]1. Yields the product CC(N)c1cccc(Cl)c1. The reactants are O=CO, NC=O, CC(=O)c1cccc(Cl)c1, O. As a reaction SMILES: [CH:11]([OH:12])=[O:13].[CH:14](=[O:15])[NH2:16].[Cl:1][c:2]1[cH:3][c:4]([C:8]([CH3:9])=[O:10])[cH:5][cH:6][cH:7]1.[OH2:17]>>[Cl:1][c:2]1[cH:3][c:4]([CH:8]([CH3:9])[NH2:16])[cH:5][cH:6][cH:7]1. The reactants are FC=1C=C(C=C(C1)F)[C@H]1N(C(CCC1)=O)C(=O)OC(C)(C)C (tert-butyl (2S)-2-(3,5-difluorophenyl)-6-oxopiperidine-1-carboxylate), FC=1C=C(C=C(C1)F)[C@@H]1CC[C@H](C(N1C(=O)OC(C)(C)C)=O)C (tert-butyl (3R,6S)-6-(3,5-difluorophenyl)-3-methylpiperidin-2-one-1-carboxylate). The product is FC=1C=C(C=C(C1)F)[C@@H]1CC[C@H](C(N1CC(=O)O)=O)C ([(3R,6S)-6-(3,5-Difluorophenyl)-3-methyl-2-oxopiperidin-1-yl]acetic acid). Reaction SMILES: FC1C=C([C@@H]2CCCC(=O)N2[C:16]([O:18]C(C)(C)C)=[O:17])C=C(F)C=1.[F:23][C:24]1[CH:25]=[C:26]([C@H:31]2[N:36]([C:37](OC(C)(C)C)=O)[C:35](=[O:44])[C@H:34]([CH3:45])[CH2:33][CH2:32]2)[CH:27]=[C:28]([F:30])[CH:29]=1>>[F:30][C:28]1[CH:27]=[C:26]([C@H:31]2[N:36]([CH2:37][C:16]([OH:18])=[O:17])[C:35](=[O:44])[C@H:34]([CH3:45])[CH2:33][CH2:32]2)[CH:25]=[C:24]([F:23])[CH:29]=1. Procedure details: Essentially following the procedures described for Intermediate 26, but using tert-butyl (3R,6S)-6-(3,5-difluorophenyl)-3-methylpiperidin-2-one-1-carboxylate in place of tert-butyl (6S)-6-(3,5-difluorophenyl)-3,3-diethylpiperidin-2-one-1-carboxylate, the title compound was prepared. MS: m/z=284 (M+1). Starting materials: [BH3-]C#N.[Na+] (NaBH3CN), ClC1=C(C=CC=C1)C1CSC2=C(N1)C=CC(=C2)C(C(F)(F)F)(C(F)(F)F)O (2-[3-(2-Chloro-phenyl)-3,4-dihydro-2H-1,4-benzothiazin-7-yl]-1,1,1,3,3,3-hexafluoro-propan-2-ol), NC1=C(C=CC=C1)S (2-amino-benzenethiol), BrC1=C(C=CC=C1)C(CCl)=O (o-bromo-2-chloro-acetophenone). Solvent: CN(C)C=O (DMF). Run at time 10 minute. The product is ClC1=C(C=CC=C1)C1CSC2=C(N1)C=CC=C2 (3-(2-chloro-phenyl)-3,4-dihydro-2H-1,4-benzothiazine). RXN SMILES: [Cl:1][C:2]1[CH:7]=[CH:6][CH:5]=[CH:4][C:3]=1[CH:8]1[NH:13][C:12]2[CH:14]=[CH:15][C:16](C(O)(C(F)(F)F)C(F)(F)F)=[CH:17][C:11]=2[S:10][CH2:9]1.NC1C=CC=CC=1S.BrC1C=CC=CC=1C(=O)CCl.[BH3-]C#N.[Na+]>CN(C=O)C>[Cl:1][C:2]1[CH:7]=[CH:6][CH:5]=[CH:4][C:3]=1[CH:8]1[NH:13][C:12]2[CH:14]=[CH:15][CH:16]=[CH:17][C:11]=2[S:10][CH2:9]1 |f:3.4|. Procedure: 2-[3-(2-Chloro-phenyl)-3,4-dihydro-2H-1,4-benzothiazin-7-yl]-1,1,1,3,3,3-hexafluoro-propan-2-ol: To 2-amino-benzenethiol (1.07 mL, 10 mmol) in DMF (10 mL) under an argon atmosphere was added o-bromo-2-chloro-acetophenone (1.5 mL, 9.8 mmol) at 0° C. and the reaction was warmed to rt. After 10 min, NaBH3CN (1.5 g, 71 mmol) was added portion-wise over 5 min and the reaction was stirred for 16 h. The reaction was quenched with 1N HCl, then neutralized to pH 8 with conc. NaHCO3. The product was extra... Starting materials: [OH-].[Na+] (sodium hydroxide), Cl (hydrogen chloride), ClCC1=NN=C(O1)C1=C2C=NN(C2=CC(=C1)C1=C2C=CNC2=CC=C1)S(=O)(=O)C1=CC=CC=C1 (4-[5-(Chloromethyl)-1,3,4-oxadiazol-2-yl]-6-(1H-indol-4-yl)-1-(phenylsulfonyl)-1H-indazole), CS(=O)[O-].[Na+] (sodium methanesulfinate), CS(=O)[O-].[Na+] (sodium methanesulfinate). Run in C(C)(C)O (isopropanol), C(C)O (ethanol). Run at temperature 150 celsius, time 30 minute. Yields the product N1C=CC2=C(C=CC=C12)C1=CC(=C2C=NNC2=C1)C=1OC(=NN1)CS(=O)(=O)C (6-(1H-Indol-4-yl)-4-{5-[(methylsulfonyl)methyl]-1,3,4-oxadiazol-2-yl}-1H-indazole). The yield is 12.5%. Reaction SMILES: Cl[CH2:2][C:3]1[O:7][C:6]([C:8]2[CH:16]=[C:15]([C:17]3[CH:25]=[CH:24][CH:23]=[C:22]4[C:18]=3[CH:19]=[CH:20][NH:21]4)[CH:14]=[C:13]3[C:9]=2[CH:10]=[N:11][N:12]3S(C2C=CC=CC=2)(=O)=O)=[N:5][N:4]=1.[CH3:35][S:36]([O-:38])=[O:37].[Na+].[OH-].[Na+].Cl>C(O)C.C(O)(C)C>[NH:21]1[C:22]2[C:18](=[C:17]([C:15]3[CH:14]=[C:13]4[C:9]([CH:10]=[N:11][NH:12]4)=[C:8]([C:6]4[O:7][C:3]([CH2:2][S:36]([CH3:35])(=[O:38])=[O:37])=[N:4][N:5]=4)[CH:16]=3)[CH:25]=[CH:24][CH:23]=2)[CH:19]=[CH:20]1 |f:1.2,3.4|. Procedure: 4-[5-(Chloromethyl)-1,3,4-oxadiazol-2-yl]-6-(1H-indol-4-yl)-1-(phenylsulfonyl)-1H-indazole (50 mg, 0.102 mmol) and sodium methanesulfinate (10.42 mg, 0.102 mmol) in ethanol (0.8 ml) were heated under microwave irradiation to 100° C. for 30 mins then 150° C. for 30 min, followed by 150° C. for a further 30 mins. Additional sodium methanesulfinate (10.42 mg, 0.102 mmol) was added and the reaction heated to 150° C. for a further 30 mins. The solvent was removed and the resultant beige solid treated... Yields the product ClC=1C=NN(C1)C1(CC1)C(OCC)=N (ethyl 1-(4-chloro-1H-pyrazol-1-yl)cyclopropanecarbimidate). Procedure details: To a solution of 1-(4-chloro-1H-pyrazol-1-yl)cyclopropanecarbonitrile (17.3 g, 103 mmol) in ethanol (50 mL) was added sodium ethoxide (prepared from 3.2 g, 139 mmol of sodium metal dissolved in 150 mL of ethanol). The reaction mixture was stirred at 70° C. for 2 h to afford ethyl 1-(4-chloro-1H-pyrazol-1-yl)cyclopropanecarbimidate which was used for the next step without further purification. An aliquot of the solution was concentrated for analysis: 1H NMR (400 MHz, CDCl3): δ 1.25 (t, 3H), 1.46 ... The solvent is C(C)O (ethanol). Reaction SMILES: [Cl:1][C:2]1[CH:3]=[N:4][N:5]([C:7]2([C:10]#[N:11])[CH2:9][CH2:8]2)[CH:6]=1.[O-:12][CH2:13][CH3:14].[Na+]>C(O)C>[Cl:1][C:2]1[CH:3]=[N:4][N:5]([C:7]2([C:10](=[NH:11])[O:12][CH2:13][CH3:14])[CH2:8][CH2:9]2)[CH:6]=1 |f:1.2|. Conditions: temperature 70 celsius, time 2 hour. Reactants: ClC=1C=NN(C1)C1(CC1)C#N (1-(4-chloro-1H-pyrazol-1-yl)cyclopropanecarbonitrile), [O-]CC.[Na+] (sodium ethoxide).